This data is from the Open Reaction Database (ORD), a public repository of structured organic reaction records. The task is: describe an organic reaction: reactants, conditions, products, and yield The reactants are [OH-].[Na+] (sodium hydroxide), C(CCC)OC1=CC=C(C=C1)NC(N(C)C=1C=C(C=CC1)C1=CC=C(C=C1)CCC(=O)OCC)=O (ethyl 3-{3′-[3-(4-butoxyphenyl)-1-methylureido]biphenyl-4-yl}propanoate). Run in O1CCCC1.CO (tetrahydrofuran methanol). Yields the product C(CCC)OC1=CC=C(C=C1)NC(N(C)C=1C=C(C=CC1)C1=CC=C(C=C1)CCC(=O)O)=O (3-{3′-[3-(4-butoxyphenyl)-1-methylureido]biphenyl-4-yl}propanoic acid). Isolated yield 71.0%. RXN SMILES: [OH-].[Na+].[CH2:3]([O:7][C:8]1[CH:13]=[CH:12][C:11]([NH:14][C:15](=[O:37])[N:16]([C:18]2[CH:19]=[C:20]([C:24]3[CH:29]=[CH:28][C:27]([CH2:30][CH2:31][C:32]([O:34]CC)=[O:33])=[CH:26][CH:25]=3)[CH:21]=[CH:22][CH:23]=2)[CH3:17])=[CH:10][CH:9]=1)[CH2:4][CH2:5][CH3:6]>O1CCCC1.CO>[CH2:3]([O:7][C:8]1[CH:9]=[CH:10][C:11]([NH:14][C:15](=[O:37])[N:16]([C:18]2[CH:19]=[C:20]([C:24]3[CH:25]=[CH:26][C:27]([CH2:30][CH2:31][C:32]([OH:34])=[O:33])=[CH:28][CH:29]=3)[CH:21]=[CH:22][CH:23]=2)[CH3:17])=[CH:12][CH:13]=1)[CH2:4][CH2:5][CH3:6] |f:0.1,3.4|. Reported procedure: In a manner similar to that of Example (19g), by reaction of 200 mg (5.0 mmol, 4.8 eq) of sodium hydroxide and 490 mg (1.03 mmol, 1 eq) of ethyl 3-{3′-[3-(4-butoxyphenyl)-1-methylureido]biphenyl-4-yl}propanoate in 6 ml of a tetrahydrofuran/methanol mixture (8/2), and after recrystallization from ethyl acetate/heptane, 330 mg of 3-{3′-[3-(4-butoxyphenyl)-1-methylureido]biphenyl-4-yl}propanoic acid are obtained in the form of white crystals. (m.p.=165° C.). Yield=71% The reactants are N1=CC(=CC=C1)B(O)O (pyridine-3-boronic acid), C([O-])([O-])=O.[Na+].[Na+] (sodium carbonate), BrC=1C=CC=2N(C1)C=C(N2)NC(=O)NCCC=2N=NN(N2)C(C)C (1-(6-Bromo-imidazo[1,2-a]pyridin-2-yl)-3-[2-(2-isopropyl-2H-tetrazol-5-yl)-ethyl]-urea), BrC=1C=CC=2N(C1)C=C(N2)NC(=O)NCCC=2N=NN(N2)C(C)C (1-(6-Bromo-imidazo[1,2-a]pyridin-2-yl)-3-[2-(2-isopropyl-2H-tetrazol-5-yl)-ethyl]-urea). The reagents and catalysts are C1=CC=C(C=C1)P([C-]2C=CC=C2)C3=CC=CC=C3.C1=CC=C(C=C1)P([C-]2C=CC=C2)C3=CC=CC=C3.Cl[Pd]Cl.[Fe+2] ([1,1′-Bis(diphenylphosphino)ferrocene]palladium(II) chloride). Run in COCCOC (DME). Product: C(C)(C)N1N=C(N=N1)CCNC(=O)NC=1N=C2N(C=C(C=C2)C=2C=NC=CC2)C1 (1-[2-(2-Isopropyl-2H-tetrazol-5-yl)-ethyl]-3-(6-pyridin-3-yl-imidazo[1,2-a]pyridin-2-yl)-urea). As a reaction SMILES: [N:1]1[CH:6]=[CH:5][CH:4]=[C:3](B(O)O)[CH:2]=1.C(=O)([O-])[O-].[Na+].[Na+].Br[C:17]1[CH:18]=[CH:19][C:20]2[N:21]([CH:23]=[C:24]([NH:26][C:27]([NH:29][CH2:30][CH2:31][C:32]3[N:33]=[N:34][N:35]([CH:37]([CH3:39])[CH3:38])[N:36]=3)=[O:28])[N:25]=2)[CH:22]=1>C1C=CC(P(C2C=CC=CC=2)[C-]2C=CC=C2)=CC=1.C1C=CC(P(C2C=CC=CC=2)[C-]2C=CC=C2)=CC=1.Cl[Pd]Cl.[Fe+2].COCCOC>[CH:37]([N:35]1[N:34]=[N:33][C:32]([CH2:31][CH2:30][NH:29][C:27]([NH:26][C:24]2[N:25]=[C:20]3[CH:19]=[CH:18][C:17]([C:3]4[CH:2]=[N:1][CH:6]=[CH:5][CH:4]=4)=[CH:22][N:21]3[CH:23]=2)=[O:28])=[N:36]1)([CH3:39])[CH3:38] |f:1.2.3,5.6.7.8|. Procedure: A microwave vial is charged with pyridine-3-boronic acid (0.031 g, 0.25 mmol), 2M aqueous sodium carbonate (1 ml) and DME (3 ml) and then purged with Argon for 30 minutes at room temperature. 1-(6-Bromo-imidazo[1,2-a]pyridin-2-yl)-3-[2-(2-isopropyl-2H-tetrazol-5-yl)-ethyl]-urea (Intermediate E1)(0.05 g, 0.13 mmol) and [1,1′-Bis(diphenylphosphino)ferrocene]palladium(II) chloride (0.016 g, 0.02 mmol) are added and the reaction mixture is heated using microwave radiation at 100° C. for 30 minutes. ... Reactants: [H][H] (hydrogen), 14.7, FC1=CC=C(C=C1)C(=O)C1=CC(=C(C=C1)NC(C)C)[N+](=O)[O-] ((4-fluorophenyl) [4-[(1-methylethyl)amino]-3-nitrophenyl]methanone). Reagents/catalysts: [Ni] (Raney nickel). Solvent: C(C)O (ethanol). Yields the product 12.3, NC=1C=C(C=CC1NC(C)C)C(=O)C1=CC=C(C=C1)F ([3-amino-4-[(1-methylethyl)amino]phenyl](4-fluorophenyl)methanone). The yield is 92.1%. RXN SMILES: [F:1][C:2]1[CH:7]=[CH:6][C:5]([C:8]([C:10]2[CH:15]=[CH:14][C:13]([NH:16][CH:17]([CH3:19])[CH3:18])=[C:12]([N+:20]([O-])=O)[CH:11]=2)=[O:9])=[CH:4][CH:3]=1.[H][H]>[Ni].C(O)C>[NH2:20][C:12]1[CH:11]=[C:10]([C:8]([C:5]2[CH:4]=[CH:3][C:2]([F:1])=[CH:7][CH:6]=2)=[O:9])[CH:15]=[CH:14][C:13]=1[NH:16][CH:17]([CH3:18])[CH3:19]. Procedure details: A solution of 14.7 parts of (4-fluorophenyl) [4-[(1-methylethyl)amino]-3-nitrophenyl]methanone in 120 parts of ethanol was hydrogenated at 2.105Pa with 3 parts of Raney nickel catalyst. After the calculated amount of hydrogen was taken up, the catalyst was filtered off over diatomaceous earth and the filtrate was evaporated, yielding 12.3 parts (92.1%) of [3-amino-4-[(1-methylethyl)amino]phenyl](4-fluorophenyl)methanone as a residue (int. 2).